Dataset: the Open Reaction Database (ORD), a public repository of structured organic reaction records. Task: describe an organic reaction: reactants, conditions, products, and yield Starting materials: O (water), C([O-])([O-])=O.[K+].[K+] (Potassium carbonate), C(C1=CC=CC=C1)Br (benzyl bromide), C1(CC(C1)C(=O)O)C(=O)O (cyclobutane-1,3-dicarboxylic acid). The solvent is CN(C)C=O (DMF). Run at time 8 hour. The product is [C@H]1(C[C@@H](C1)C(=O)OCC1=CC=CC=C1)C(=O)OCC1=CC=CC=C1 (dibenzyl cis-cyclobutane-1,3-dicarboxylate), [C@H]1(C[C@H](C1)C(=O)OCC1=CC=CC=C1)C(=O)OCC1=CC=CC=C1 (dibenzyl trans-cyclobutane-1,3-dicarboxylate). The yield is 22.9%. As a reaction SMILES: C(=O)([O-])[O-].[K+].[K+].[CH2:7](Br)[C:8]1[CH:13]=[CH:12][CH:11]=[CH:10][CH:9]=1.[CH:15]1([C:22]([OH:24])=[O:23])[CH2:18][CH:17]([C:19]([OH:21])=[O:20])[CH2:16]1.O>CN(C=O)C>[C@H:15]1([C:22]([O:24][CH2:7][C:8]2[CH:13]=[CH:12][CH:11]=[CH:10][CH:9]=2)=[O:23])[CH2:18][C@@H:17]([C:19]([O:21][CH2:7][C:8]2[CH:13]=[CH:12][CH:11]=[CH:10][CH:9]=2)=[O:20])[CH2:16]1.[C@H:15]1([C:22]([O:24][CH2:7][C:8]2[CH:13]=[CH:12][CH:11]=[CH:10][CH:9]=2)=[O:23])[CH2:18][C@H:17]([C:19]([O:21][CH2:7][C:8]2[CH:13]=[CH:12][CH:11]=[CH:10][CH:9]=2)=[O:20])[CH2:16]1 |f:0.1.2|. Procedure: Potassium carbonate (575 mg, 4.16 mmol) and benzyl bromide (0.495 mL, 4.16 mmol) were added to a solution of cyclobutane-1,3-dicarboxylic acid (cis-trans mixture) (200 mg, 1.39 mmol) in DMF (4.0 mL) at room temperature, and the mixture was stirred overnight at room temperature. To the reaction mixture was added water at room temperature, and the mixture was extracted with ethyl acetate. The organic layer was washed with water and brine, and dried over magnesium sulfate, and the solvent was evapo... The reactants are C=CC(C)CCCC(C)(C)OC(C)=O, C1CCOC1, CC(C)[N-]C(C)C, [Li+], O=C(Cl)c1ccc([N+](=O)[O-])cc1. Product: C=CC(C)CCCC(C)(C)OC(=O)CC(=O)c1ccc([N+](=O)[O-])cc1. Reaction SMILES: [C:9]([CH3:10])(=[O:11])[O:12][C:13]([CH3:14])([CH2:15][CH2:16][CH2:17][CH:18]([CH:19]=[CH2:20])[CH3:21])[CH3:22].[CH2:35]1[O:36][CH2:37][CH2:38][CH2:39]1.[CH:1]([N-:2][CH:3]([CH3:4])[CH3:5])([CH3:6])[CH3:7].[Li+:8].[N+:23](=[O:24])([O-:25])[c:26]1[cH:27][cH:28][c:29]([C:30](=[O:31])[Cl:32])[cH:33][cH:34]1>>[C:9]([CH2:10][C:30]([c:29]1[cH:28][cH:27][c:26]([N+:23](=[O:24])[O-:25])[cH:34][cH:33]1)=[O:31])(=[O:11])[O:12][C:13]([CH3:14])([CH2:15][CH2:16][CH2:17][CH:18]([CH:19]=[CH2:20])[CH3:21])[CH3:22]. The reactants are NC1CCCC1, CCCc1nnc2c(Cl)nc3ccccc3n12, CN(C)C=O. Yields the product CCCc1nnc2c(NC3CCCC3)nc3ccccc3n12. As a reaction SMILES: [CH:18]1([NH2:23])[CH2:19][CH2:20][CH2:21][CH2:22]1.[Cl:1][c:2]1[c:3]2[n:4]([c:5]3[cH:6][cH:7][cH:8][cH:9][c:10]3[n:11]1)[c:12]([CH2:15][CH2:16][CH3:17])[n:13][n:14]2.[O:24]=[CH:25][N:26]([CH3:27])[CH3:28]>>[c:2]1([NH:23][CH:18]2[CH2:19][CH2:20][CH2:21][CH2:22]2)[c:3]2[n:4]([c:5]3[cH:6][cH:7][cH:8][cH:9][c:10]3[n:11]1)[c:12]([CH2:15][CH2:16][CH3:17])[n:13][n:14]2. Starting materials: FC=1C=C2C(C(NC2=CC1)=O)=O (5-fluoroisatin), FC1=CC=C2C(C(=O)OC(N2)=O)=C1 (5-fluoroisatoic anhydride), FC=1C=C2C(C(=O)OC(N2)=O)=CC1 (4-fluoroisatoic anhydride). Yields the product FC=1C=C2C(N3C(=NC2=CC1)C(C1=CC=CN=C13)=O)=O (2-Fluoro-10-azaindolo[2,1-b]quinazoline-6,12-dione). Reaction SMILES: [F:1][C:2]1[CH:3]=[C:4]2[C:8](=[CH:9][CH:10]=1)[NH:7][C:6](=O)[C:5]2=[O:12].F[C:14]1[CH:25]=C2C([O:21][C:22](=O)[NH:23][C:17]2=[CH:16][CH:15]=1)=O.FC1C=C2[NH:35]C(=O)OC(=O)C2=CC=1>>[F:1][C:2]1[CH:3]=[C:4]2[C:8](=[CH:9][CH:10]=1)[N:7]=[C:6]1[C:5](=[O:12])[C:16]3[C:17]([N:23]1[C:22]2=[O:21])=[N:35][CH:25]=[CH:14][CH:15]=3. Reported procedure: Using the procedure in Example 36 and substituting 7-azaisatin (Example 10, J. Parrick et al., J. Chem. Soc. Perkin I 2009, 1989) for 5-fluoroisatin and 5-fluoroisatoic anhydride for 4-fluoroisatoic anhydride gives the title compound.